Dataset: the Open Reaction Database (ORD), a public repository of structured organic reaction records. Task: describe an organic reaction: reactants, conditions, products, and yield Reactants: O=C[C@@H](O)[C@H](O)[C@H](O)CO (D-arabinose), O=C([C@H](O)[C@@H](O)[C@H](O)[C@H](O)CO)O (gluconic acid), O=C[C@H](O)[C@@H](O)[C@H](O)[C@H](O)CO (glucose). Yields the product C([C@@H](O)[C@H](O)[C@H](O)CO)O (arabinitol). Reaction SMILES: [O:1]=[CH:2][C@H:3]([C@@H:5]([C@@H:7]([CH2:9][OH:10])[OH:8])[OH:6])[OH:4].O=C(O)[C@@H]([C@H]([C@@H]([C@@H](CO)O)O)O)O.O=C[C@@H]([C@H]([C@@H]([C@@H](CO)O)O)O)O>>[CH2:2]([OH:1])[C@H:3]([C@@H:5]([C@@H:7]([CH2:9][OH:10])[OH:8])[OH:6])[OH:4]. Procedure: An alternative synthesis of D-arabinose consists in the oxidative degradation of gluconic acid, extensively described by Ruff in Berichte der Deutschen Chemischen Gesellschaft 32 (1899) 553-554. However, starting from glucose a minimum of three reaction steps are required to obtain arabinitol. Reactants: C1COCCN1, CS(C)=O, CNc1ncc(-c2nc(N3CCOCC3)c3nc(Cl)n(CC4CCOC4)c3n2)cn1. Yields the product CNc1ncc(-c2nc(N3CCOCC3)c3nc(N4CCOCC4)n(CC4CCOC4)c3n2)cn1. RXN SMILES: [CH2:31]1[CH2:32][O:33][CH2:34][CH2:35][NH:36]1.[CH3:37][S:38](=[O:39])[CH3:40].[Cl:1][c:2]1[n:3]([CH2:25][CH:26]2[CH2:27][O:28][CH2:29][CH2:30]2)[c:4]2[n:5][c:6](-[c:17]3[cH:18][n:19][c:20]([NH:23][CH3:24])[n:21][cH:22]3)[n:7][c:8]([N:11]3[CH2:12][CH2:13][O:14][CH2:15][CH2:16]3)[c:9]2[n:10]1>>[c:2]1([N:36]2[CH2:31][CH2:32][O:33][CH2:34][CH2:35]2)[n:3]([CH2:25][CH:26]2[CH2:27][O:28][CH2:29][CH2:30]2)[c:4]2[n:5][c:6](-[c:17]3[cH:18][n:19][c:20]([NH:23][CH3:24])[n:21][cH:22]3)[n:7][c:8]([N:11]3[CH2:12][CH2:13][O:14][CH2:15][CH2:16]3)[c:9]2[n:10]1.